Dataset: the Open Reaction Database (ORD), a public repository of structured organic reaction records. Task: describe an organic reaction: reactants, conditions, products, and yield Reactants: CCO, Cc1nc(N)cc(-c2cnccc2Cl)n1, [Na+], O=C([O-])O, Nc1cccc2[nH]ncc12. The product is Cc1nc(N)cc(-c2cnccc2Nc2cccc3[nH]ncc23)n1. Reaction SMILES: [CH3:26][CH2:27][OH:28].[Cl:1][c:2]1[c:3](-[c:8]2[cH:9][c:10]([NH2:15])[n:11][c:12]([CH3:14])[n:13]2)[cH:4][n:5][cH:6][cH:7]1.[Na+:33].[O-:29][C:30]([OH:31])=[O:32].[nH:16]1[n:17][cH:18][c:19]2[c:20]([NH2:25])[cH:21][cH:22][cH:23][c:24]12>>[c:2]1([NH:25][c:20]2[c:19]3[cH:18][n:17][nH:16][c:24]3[cH:23][cH:22][cH:21]2)[c:3](-[c:8]2[cH:9][c:10]([NH2:15])[n:11][c:12]([CH3:14])[n:13]2)[cH:4][n:5][cH:6][cH:7]1. Starting materials: Cl, NO, O=CC1CCCN1C(=O)CCC(=O)NCc1ccc(Cl)cc1, CN(C)C=O, c1ccncc1. Yields the product O=C(CCC(=O)N1CCCC1C=NO)NCc1ccc(Cl)cc1. Reaction SMILES: [ClH:23].[NH2:24][OH:25].[O:1]=[C:2]([CH2:3][CH2:4][C:5](=[O:6])[N:7]1[CH:8]([CH:9]=[O:10])[CH2:11][CH2:12][CH2:13]1)[NH:14][CH2:15][c:16]1[cH:17][cH:18][c:19]([Cl:22])[cH:20][cH:21]1.[O:32]=[CH:33][N:34]([CH3:35])[CH3:36].[cH:26]1[cH:27][cH:28][n:29][cH:30][cH:31]1>>[O:1]=[C:2]([CH2:3][CH2:4][C:5](=[O:6])[N:7]1[CH:8]([CH:9]=[N:24][OH:25])[CH2:11][CH2:12][CH2:13]1)[NH:14][CH2:15][c:16]1[cH:17][cH:18][c:19]([Cl:22])[cH:20][cH:21]1. Starting materials: ClC1=C2C=CC=NC2=C(C=C1)OCC(=O)[O-] (5-chloroquinolin-8-oxyacetate), N,N'-carbonyldiimidazole, C(C)(C)=NOCC(C)O (1-isopropylideneaminooxy-2-propanol), [Na] (sodium). Solvent: O1CCCC1 (THF), O1CCCC1 (tetrahydrofuran), C(C)(=O)OCC (ethyl acetate), O1CCCC1 (tetrahydrofuran). Conditions: temperature 50 celsius. The product is ClC1=C2C=CC=NC2=C(C=C1)OCC(=O)OC(CON=C(C)C)C (1-isopropylideneaminooxy-2-propyl 5-chloroquinolin-8-oxyacetate). Yield: 51.3%. As a reaction SMILES: [Cl:1][C:2]1[CH:11]=[CH:10][C:9]([O:12][CH2:13][C:14]([O-:16])=[O:15])=[C:8]2[C:3]=1[CH:4]=[CH:5][CH:6]=[N:7]2.[C:17](=[N:20][O:21][CH2:22][CH:23](O)[CH3:24])([CH3:19])[CH3:18].[Na]>O1CCCC1.C(OCC)(=O)C>[Cl:1][C:2]1[CH:11]=[CH:10][C:9]([O:12][CH2:13][C:14]([O:16][CH:23]([CH3:24])[CH2:22][O:21][N:20]=[C:17]([CH3:19])[CH3:18])=[O:15])=[C:8]2[C:3]=1[CH:4]=[CH:5][CH:6]=[N:7]2 |^1:25|. Procedure details: 4.75 g (0.02 mol) of 5-chloroquinolin-8-oxyacetate are suspended in 50 ml of tetrahydrofuran, 3.2 g (0.02 mol) of N,N'-carbonyldiimidazole are added and the suspension is heated to 50° C. until the evolution of gas has ended. A solution of 2.62 g (0.02 mol) of 1-isopropylideneaminooxy-2-propanol and 50 mg of sodium in 10 ml of tetrahydrofuran (THF) is added dropwise to this suspension and the mixture is heated under reflux. After the reaction, the THF is stripped off under reduced pressure, the ... The reactants are ClC1=NC=NC(=C1)OCC#CC (4-chloro-6-(2-butynyloxy)pyrimidine), C([O-])([O-])=O.[K+].[K+] (potassium carbonate), ClC1=C(C(=CC(=C1)F)F)O (2-chloro-4,6-difluorophenol), [Cl-].[NH4+] (ammonium chloride). Solvent: CN(C=O)C (N,N-dimethylformamide). Conditions: temperature 60 celsius, time 7 hour. The product is C(C#CC)OC1=NC=NC(=C1)OC1=C(C=C(C=C1F)F)Cl (4-(2-butynyloxy)-6-(2-chloro-4,6-difluorophenoxy)pyrimidine). Isolated yield 99.9%. Reaction SMILES: Cl[C:2]1[CH:7]=[C:6]([O:8][CH2:9][C:10]#[C:11][CH3:12])[N:5]=[CH:4][N:3]=1.C(=O)([O-])[O-].[K+].[K+].[Cl:19][C:20]1[CH:25]=[C:24]([F:26])[CH:23]=[C:22]([F:27])[C:21]=1[OH:28].[Cl-].[NH4+]>CN(C)C=O>[CH2:9]([O:8][C:6]1[CH:7]=[C:2]([O:28][C:21]2[C:22]([F:27])=[CH:23][C:24]([F:26])=[CH:25][C:20]=2[Cl:19])[N:3]=[CH:4][N:5]=1)[C:10]#[C:11][CH3:12] |f:1.2.3,5.6|. Procedure details: To 2 ml of N,N-dimethylformamide were added 0.2 g of 4-chloro-6-(2-butynyloxy)pyrimidine, 0.23 g of potassium carbonate, and 0.22 g of 2-chloro-4,6-difluorophenol, followed by stirring at 60° C. for 7 hours. The reaction mixture was then left for cooling to room temperature and poured into a saturated aqueous ammonium chloride solution, which was extracted three times with chloroform. The chloroform layers were combined, washed with diluted hydrochloric acid and then with water, and dried over a...